Dataset: the Open Reaction Database (ORD), a public repository of structured organic reaction records. Task: describe an organic reaction: reactants, conditions, products, and yield Reactants: compound [ 4-6 ], FC1=C(CCl)C=CC=C1 (2-fluorobenzyl chloride), C(C1=CC=CC=C1)N1C=CC2=CC=C(C=C12)CC(=O)O (2-(1-benzyl-1H-indole-6-yl)acetic acid). Product: FC1=C(CN2C=CC3=CC=C(C=C23)CC(=O)O)C=CC=C1 (2-[1-(2-fluorobenzyl)-1H-indole-6-yl]acetic acid), C(C1=CC=CC=C1)N1C=CC2=CC=C(C=C12)CC(=O)O (2-(1-benzyl-1H-indole-6-yl)acetic acid). As a reaction SMILES: [F:1][C:2]1[CH:9]=[CH:8][CH:7]=[CH:6][C:3]=1[CH2:4]Cl.[CH2:10]([N:17]1[C:25]2[C:20](=[CH:21][CH:22]=[C:23]([CH2:26][C:27]([OH:29])=[O:28])[CH:24]=2)[CH:19]=[CH:18]1)[C:11]1[CH:16]=[CH:15][CH:14]=[CH:13][CH:12]=1>>[F:1][C:2]1[CH:9]=[CH:8][CH:7]=[CH:6][C:3]=1[CH2:4][N:17]1[C:25]2[C:20](=[CH:21][CH:22]=[C:23]([CH2:26][C:27]([OH:29])=[O:28])[CH:24]=2)[CH:19]=[CH:18]1.[CH2:10]([N:17]1[C:25]2[C:20](=[CH:21][CH:22]=[C:23]([CH2:26][C:27]([OH:29])=[O:28])[CH:24]=2)[CH:19]=[CH:18]1)[C:11]1[CH:12]=[CH:13][CH:14]=[CH:15][CH:16]=1. Reported procedure: The titled compound (22 mg) as a white solid was prepared from the compound [4-6] obtained in the process (6) of Example 4 (100 mg) and 2-fluorobenzyl chloride according to the method of the process (7) of Example 4.